The task is: describe an organic reaction: reactants, conditions, products, and yield. This data is from the Open Reaction Database (ORD), a public repository of structured organic reaction records. Starting materials: FC=1C=C(C=CC1)C1=C2CC(NC2=CC=C1)=O (4-(3-fluoro-phenyl)-1,3-dihydro-indol-2-one), CC1=C(NC(=C1)C)C=O (3,5-dimethyl-1H-pyrrole-2-carbaldehyde). The reagents and catalysts are N1CCCCC1 (piperidine). The solvent is C(C)O (ethanol). Reaction conditions: time 3 day. The product is CC1=C(NC(=C1)C)C=C1C(NC2=CC=CC(=C12)C1=CC(=CC=C1)F)=O (3-(3,5-Dimethyl-1H-pyrrol-2-ylmethylene)-4-(3-fluoro-phenyl)-1,3-dihydro-indol-2-one). Isolated yield 44.5%. As a reaction SMILES: [F:1][C:2]1[CH:3]=[C:4]([C:8]2[CH:16]=[CH:15][CH:14]=[C:13]3[C:9]=2[CH2:10][C:11](=[O:17])[NH:12]3)[CH:5]=[CH:6][CH:7]=1.[CH3:18][C:19]1[CH:23]=[C:22]([CH3:24])[NH:21][C:20]=1[CH:25]=O>C(O)C.N1CCCCC1>[CH3:18][C:19]1[CH:23]=[C:22]([CH3:24])[NH:21][C:20]=1[CH:25]=[C:10]1[C:9]2[C:13](=[CH:14][CH:15]=[CH:16][C:8]=2[C:4]2[CH:5]=[CH:6][CH:7]=[C:2]([F:1])[CH:3]=2)[NH:12][C:11]1=[O:17]. Procedure: To a solution of 4-(3-fluoro-phenyl)-1,3-dihydro-indol-2-one (56.8 mg, 0.25 mmol) and 3,5-dimethyl-1H-pyrrole-2-carbaldehyde (32 mg, 0.26 mmol) in ethanol (2 mL) was added piperidine (3 drops). The reaction mixture was stirred at room temperature for three days. A yellow solid product was precipitated out, filtered, washed by ethanol for three times, and dried under high vacuum to provide pure product 3-(3,5-Dimethyl-1H-pyrrol-2-ylmethylene)-4-(3-fluoro-phenyl)-1,3-dihydro-indol-2-one as a yello... The reactants are OC=1C=C(C=CC1)\C=C\C(CC(\C=C\C1=CC=C(C=C1)O)=O)=O ((1E,6E)-1-(3-hydroxyphenyl)-7-(4-hydroxyphenyl)hepta-1,6-diene-3,5-dione), CN(C1=CC=C(C=C1)\C=C\C(CC(\C=C\C1=CC(=C(C=C1)O)OC)=O)=O)C ((1E,6E)-1-(4-dimethylaminophenyl)-7-(4-hydroxy-3-methoxyphenyl)hepta-1,6-diene-3,5-dione). Yields the product OC=1C=C(C=CC1)CCC(CC(CCC1=CC=C(C=C1)O)=O)=O (1-(3-hydroxyphenyl)-7-(4-hydroxyphenyl)heptane-3,5-dione), gum. Isolated yield 77.0%. Reaction SMILES: [OH:1][C:2]1[CH:3]=[C:4](/[CH:8]=[CH:9]/[C:10](=[O:23])[CH2:11][C:12](=[O:22])/[CH:13]=[CH:14]/[C:15]2[CH:20]=[CH:19][C:18]([OH:21])=[CH:17][CH:16]=2)[CH:5]=[CH:6][CH:7]=1.CN(C)C1C=CC(/C=C/C(=O)CC(=O)/C=C/C2C=CC(O)=C(OC)C=2)=CC=1>>[OH:1][C:2]1[CH:3]=[C:4]([CH2:8][CH2:9][C:10](=[O:23])[CH2:11][C:12](=[O:22])[CH2:13][CH2:14][C:15]2[CH:20]=[CH:19][C:18]([OH:21])=[CH:17][CH:16]=2)[CH:5]=[CH:6][CH:7]=1. Procedure details: The title compound was synthesized using the same procedure employed for Example 372, but with (1E,6E)-1-(3-hydroxyphenyl)-7-(4-hydroxyphenyl)hepta-1,6-diene-3,5-dione (20 mg, 65 μmol, synthesized in Example 59) as the starting material instead of (1E,6E)-1-(4-dimethylaminophenyl)-7-(4-hydroxy-3-methoxyphenyl)hepta-1,6-diene-3,5-dione, and was purified by silica gel column chromatography eluting with hexane/ethyl acetate=70/30 to 60/40. The product was obtained as a gum (15.5 mg, 77%) having the... The reactants are COC(=O)C1CC(N(CC(C)C)C(=O)c2cnc(C(C)(C)C)nc2NCCCSC)CN(C(=O)OC(C)(C)C)C1, O=C([O-])O, ClCCCl, [Na+], O=C(OO)c1cccc(Cl)c1. Product: COC(=O)C1CC(N(CC(C)C)C(=O)c2cnc(C(C)(C)C)nc2NCCCS(C)=O)CN(C(=O)OC(C)(C)C)C1. Reaction SMILES: [C:1]([CH3:2])([CH3:3])([CH3:4])[c:5]1[n:6][cH:7][c:8]([C:17](=[O:18])[N:19]([CH:20]2[CH2:21][CH:22]([C:33](=[O:34])[O:35][CH3:36])[CH2:23][N:24]([C:26](=[O:27])[O:28][C:29]([CH3:30])([CH3:31])[CH3:32])[CH2:25]2)[CH2:37][CH:38]([CH3:39])[CH3:40])[c:9]([NH:11][CH2:12][CH2:13][CH2:14][S:15][CH3:16])[n:10]1.[C:56](=[O:57])([O-:58])[OH:59].[Cl:52][CH2:53][CH2:54][Cl:55].[Na+:60].[OH:41][O:42][C:43]([c:44]1[cH:45][c:46]([Cl:47])[cH:48][cH:49][cH:50]1)=[O:51]>>[C:1]([CH3:2])([CH3:3])([CH3:4])[c:5]1[n:6][cH:7][c:8]([C:17](=[O:18])[N:19]([CH:20]2[CH2:21][CH:22]([C:33](=[O:34])[O:35][CH3:36])[CH2:23][N:24]([C:26](=[O:27])[O:28][C:29]([CH3:30])([CH3:31])[CH3:32])[CH2:25]2)[CH2:37][CH:38]([CH3:39])[CH3:40])[c:9]([NH:11][CH2:12][CH2:13][CH2:14][S:15]([CH3:16])=[O:41])[n:10]1. Reactants: aldehyde, resultant mixture, C1CCOC1 (THF), OCC1N(C(OC1)=O)CCCCCCC(=O)OCC (Ethyl 7-[4-(hydroxymethyl)-2-oxo-1,3-oxazolidin-3-yl]heptanoate), CC(=O)OI1(C=2C=CC=CC2C(=O)O1)(OC(=O)C)OC(=O)C (Dess-Martin periodinane). Run in ClCCl (dichloromethane). Run at time 1 hour. The product is O=C(/C=C/C1N(C(OC1)=O)CCCCCCC(=O)OCC)CC1=CC=CC=C1 (Ethyl 7-{4-[(1E)-3-oxo-4-phenylbut-1-enyl]-2-oxo-1,3-oxazolidin-3-yl}heptanoate). Reaction SMILES: O[CH2:2][CH:3]1[CH2:7][O:6][C:5](=[O:8])[N:4]1[CH2:9][CH2:10][CH2:11][CH2:12][CH2:13][CH2:14][C:15]([O:17][CH2:18][CH3:19])=[O:16].CC(OI1(OC(C)=O)(OC(C)=O)O[C:31](=O)[C:30]2[CH:29]=[CH:28][CH:27]=[CH:26][C:25]1=2)=O.C1C[O:45][CH2:44][CH2:43]1>ClCCl>[O:45]=[C:44]([CH2:31][C:30]1[CH:25]=[CH:26][CH:27]=[CH:28][CH:29]=1)/[CH:43]=[CH:2]/[CH:3]1[CH2:7][O:6][C:5](=[O:8])[N:4]1[CH2:9][CH2:10][CH2:11][CH2:12][CH2:13][CH2:14][C:15]([O:17][CH2:18][CH3:19])=[O:16]. Reported procedure: To a solution of alcohol 1-5 (273 mg) in dichloromethane (5 mL) was added Dess-Martin periodinane (451 mg) and the mixture was stirred at room temperature for 1 h and concentrated. The mixture was resuspended in ether, filtered and the filtrate was washed with saturated NaHCO3 and dried over Na2SO4. Filtration and concentration in vacuo afforded the crude aldehyde Ethyl 7-(4-formyl-2-oxo-1,3-oxazolidin-3-yl)heptanoate (1-7) which was used directly without further purification. To a suspension of... Reaction SMILES: [CH2:1]1[CH2:2][CH2:3][NH:4][CH2:5]1.[CH3:50][CH2:51][N:52]=[C:53]=[N:54][CH2:55][CH2:56][CH2:57][N:58]([CH3:59])[CH3:60].[CH:6]([N:7]([CH2:8][CH3:9])[CH:10]([CH3:11])[CH3:12])([CH3:13])[CH3:14].[Cl:15][c:16]1[cH:17][cH:18][c:19]2[c:20]([n:21]1)[nH:22][c:23]([C:25](=[O:26])[NH:27][CH:28]([C:29](=[O:30])[OH:31])[CH2:32][c:33]1[cH:34][cH:35][c:36]([F:39])[cH:37][cH:38]1)[cH:24]2.[O:61]=[CH:62][N:63]([CH3:64])[CH3:65].[OH:40][n:41]1[c:42]2[c:43]([cH:44][cH:45][cH:46][cH:47]2)[n:48][n:49]1>>[CH2:1]1[CH2:2][CH2:3][N:4]([C:29]([CH:28]([NH:27][C:25]([c:23]2[nH:22][c:20]3[c:19]([cH:18][cH:17][c:16]([Cl:15])[n:21]3)[cH:24]2)=[O:26])[CH2:32][c:33]2[cH:34][cH:35][c:36]([F:39])[cH:37][cH:38]2)=[O:30])[CH2:5]1. Yields the product O=C(NC(Cc1ccc(F)cc1)C(=O)N1CCCC1)c1cc2ccc(Cl)nc2[nH]1. Reactants: C1CCNC1, CCN=C=NCCCN(C)C, CCN(C(C)C)C(C)C, O=C(NC(Cc1ccc(F)cc1)C(=O)O)c1cc2ccc(Cl)nc2[nH]1, CN(C)C=O, On1nnc2ccccc21. Starting materials: C(C)OCCC1=CC=C(C(=O)O)C=C1 (4-(Ethoxyethyl)benzoic acid), S(=O)(Cl)Cl (thionyl chloride), N1=CC=CC=C1 (pyridine). The solvent is C1(=CC=CC=C1)C (toluene). Yields the product C(C)OCCC1=CC=C(C(=O)Cl)C=C1 (4-(ethoxy-ethyl)benzoyl chloride). As a reaction SMILES: [CH2:1]([O:3][CH2:4][CH2:5][C:6]1[CH:14]=[CH:13][C:9]([C:10](O)=[O:11])=[CH:8][CH:7]=1)[CH3:2].S(Cl)([Cl:17])=O.N1C=CC=CC=1>C1(C)C=CC=CC=1>[CH2:1]([O:3][CH2:4][CH2:5][C:6]1[CH:14]=[CH:13][C:9]([C:10]([Cl:17])=[O:11])=[CH:8][CH:7]=1)[CH3:2]. Procedure: 4-(Ethoxyethyl)benzoic acid (1.4 g, 7.2 mmol) was mixed with thionyl chloride (1.3 g, 10.8 mmol), pyridine (0.1 ml) and toluene (4 ml), followed by reacting them at 80° C. for 2 hours, distilling superfluous thionyl chloride and toluene under reduced pressure, to obtain raw 4-(ethoxy-ethyl)benzoyl chloride. Starting materials: ClC1=NC=CC2=CC(=CC=C12)S(=O)(=O)NC=1SC=CN1 (1-chloro-N-(thiazol-2-yl)isoquinoline-6-sulfonamide), C([O-])([O-])=O.[K+].[K+] (potassium carbonate), ClC=1C=C(C=CC1Cl)N1CCNCC1 (1-(3,4-dichlorophenyl)piperazine). Solvent: CN(C)C=O (DMF). Conditions: temperature 120 celsius, time 8 hour. The product is ClC=1C=C(C=CC1Cl)N1CCN(CC1)C1=NC=CC2=CC(=CC=C12)S(=O)(=O)NC=1SC=CN1 (1-(4-(3,4-dichlorophenyl)piperazin-1-yl)-N-(thiazol-2-yl)isoquinoline-6-sulfonamide). Reaction SMILES: Cl[C:2]1[C:11]2[C:6](=[CH:7][C:8]([S:12]([NH:15][C:16]3[S:17][CH:18]=[CH:19][N:20]=3)(=[O:14])=[O:13])=[CH:9][CH:10]=2)[CH:5]=[CH:4][N:3]=1.C(=O)([O-])[O-].[K+].[K+].[Cl:27][C:28]1[CH:29]=[C:30]([N:35]2[CH2:40][CH2:39][NH:38][CH2:37][CH2:36]2)[CH:31]=[CH:32][C:33]=1[Cl:34]>CN(C=O)C>[Cl:27][C:28]1[CH:29]=[C:30]([N:35]2[CH2:40][CH2:39][N:38]([C:2]3[C:11]4[C:6](=[CH:7][C:8]([S:12]([NH:15][C:16]5[S:17][CH:18]=[CH:19][N:20]=5)(=[O:14])=[O:13])=[CH:9][CH:10]=4)[CH:5]=[CH:4][N:3]=3)[CH2:37][CH2:36]2)[CH:31]=[CH:32][C:33]=1[Cl:34] |f:1.2.3|. Procedure details: 1-Chloro-N-(thiazol-2-yl)isoquinoline-6-sulfonamide (from Example 73, step 2; 0.050 g, 0.153 mmol) and potassium carbonate (0.106 g, 0.767 mmol) were dissolved in DMF (1.023 ml). 1-(3,4-dichlorophenyl)piperazine (0.071 g, 0.307 mmol) was added and the reaction was stirred overnight at 120° C. The reaction was filtered through a syringe filter and purified via HPLC (Phenominex C18 column, 150×30 mm, 5 micron; gradient elution 25 to 70% MeCN:H2O with 0.1% TFA modifier). The product fractions were ...